This data is from the Open Reaction Database (ORD), a public repository of structured organic reaction records. The task is: describe an organic reaction: reactants, conditions, products, and yield Starting materials: CC(C)C(NC(=O)OCc1ccccc1)C(=O)Oc1ccc(CCC(=O)OCCl)cc1OC(=O)C(NC(=O)OCc1ccccc1)C(C)C, CC#N, [I-], [Na+]. Yields the product CC(C)C(NC(=O)OCc1ccccc1)C(=O)Oc1ccc(CCC(=O)OCI)cc1OC(=O)C(NC(=O)OCc1ccccc1)C(C)C. As a reaction SMILES: [C:1](=[O:2])([O:3][CH2:4][c:5]1[cH:6][cH:7][cH:8][cH:9][cH:10]1)[NH:11][CH:12]([CH:13]([CH3:14])[CH3:15])[C:16](=[O:17])[O:18][c:19]1[cH:20][c:21]([CH2:22][CH2:23][C:24](=[O:25])[O:26][CH2:27][Cl:28])[cH:29][cH:30][c:31]1[O:32][C:33]([CH:34]([NH:35][C:36](=[O:37])[O:38][CH2:39][c:40]1[cH:41][cH:42][cH:43][cH:44][cH:45]1)[CH:46]([CH3:47])[CH3:48])=[O:49].[CH3:52][C:53]#[N:54].[I-:51].[Na+:50]>>[C:1](=[O:2])([O:3][CH2:4][c:5]1[cH:6][cH:7][cH:8][cH:9][cH:10]1)[NH:11][CH:12]([CH:13]([CH3:14])[CH3:15])[C:16](=[O:17])[O:18][c:19]1[cH:20][c:21]([CH2:22][CH2:23][C:24](=[O:25])[O:26][CH2:27][I:51])[cH:29][cH:30][c:31]1[O:32][C:33]([CH:34]([NH:35][C:36](=[O:37])[O:38][CH2:39][c:40]1[cH:41][cH:42][cH:43][cH:44][cH:45]1)[CH:46]([CH3:47])[CH3:48])=[O:49]. Reactants: N([C@@H]([C@@H](C)CC)C(=O)N1[C@@H](C(=O)OCC2=CC=CC=C2)CCC1)C(=O)OC(C)(C)C (Boc-L-Ile-D-Pro-OBzl), Cl.O1CCOCC1 (HCl dioxane). The solvent is O1CCOCC1 (dioxane). Conditions: time 1.5 hour. Product: N[C@@H]([C@@H](C)CC)C(=O)N1[C@@H](C(=O)OCC2=CC=CC=C2)CCC1 (H-L-Ile-D-Pro-OBzl). Yield: 101.3%. As a reaction SMILES: [NH:1](C(OC(C)(C)C)=O)[C@H:2]([C:7]([N:9]1[CH2:23][CH2:22][CH2:21][C@@H:10]1[C:11]([O:13][CH2:14][C:15]1[CH:20]=[CH:19][CH:18]=[CH:17][CH:16]=1)=[O:12])=[O:8])[C@H:3]([CH2:5][CH3:6])[CH3:4].Cl.O1CCOCC1>O1CCOCC1>[NH2:1][C@H:2]([C:7]([N:9]1[CH2:23][CH2:22][CH2:21][C@@H:10]1[C:11]([O:13][CH2:14][C:15]1[CH:16]=[CH:17][CH:18]=[CH:19][CH:20]=1)=[O:12])=[O:8])[C@H:3]([CH2:5][CH3:6])[CH3:4] |f:1.2|. Procedure details: The compound Boc-L-Ile-D-Pro-OBzl (967 mg, 2.31 mmol) obtained in step 12-3 was dissolved in dioxane (12 ml) and 4N HCl/dioxane (12 ml) was added and the mixture was allowed to stand at room temperature for 1.5 hours. The reaction mixture was concentrated and diethyl ether/petroleum ether (1/3) was added to the residue followed by decantation to yield H-L-Ile-D-Pro-OBzl (745 mg, 91%). Reactants: C(C)(=O)NC1=CC=C(C=C1)SCCCCOC1=CC=CC=2C(OC(NC21)=O)(C)C (8-[4-(4-acetamidophenylmercapto)-butoxy]-4,4-dimethyl-4H-3,1-benzoxazin-2-one), OO (hydrogen peroxide). Product: C(C)(=O)NC1=CC=C(C=C1)S(=O)CCCCOC1=CC=CC=2C(OC(NC21)=O)(C)C (8-[4-(4-Acetamido-phenylsulfinyl)-butoxy]-4,4-dimethyl-4H-3,1-benzoxazin-2-one). Reaction SMILES: [C:1]([NH:4][C:5]1[CH:10]=[CH:9][C:8]([S:11][CH2:12][CH2:13][CH2:14][CH2:15][O:16][C:17]2[C:26]3[NH:25][C:24](=[O:27])[O:23][C:22]([CH3:29])([CH3:28])[C:21]=3[CH:20]=[CH:19][CH:18]=2)=[CH:7][CH:6]=1)(=[O:3])[CH3:2].[OH:30]O>>[C:1]([NH:4][C:5]1[CH:6]=[CH:7][C:8]([S:11]([CH2:12][CH2:13][CH2:14][CH2:15][O:16][C:17]2[C:26]3[NH:25][C:24](=[O:27])[O:23][C:22]([CH3:29])([CH3:28])[C:21]=3[CH:20]=[CH:19][CH:18]=2)=[O:30])=[CH:9][CH:10]=1)(=[O:3])[CH3:2]. Procedure: Prepared analogously to Example 2 from 8-[4-(4-acetamidophenylmercapto)-butoxy]-4,4-dimethyl-4H-3,1-benzoxazin-2-one and hydrogen peroxide.